Dataset: the Open Reaction Database (ORD), a public repository of structured organic reaction records. Task: describe an organic reaction: reactants, conditions, products, and yield Reactants: FC1=CC=C(C=C1)C1=C(N=C(S1)C)C(=O)N1C(CCCC1)CC(=O)O ((RS)-(1-{1-[5-(4-Fluoro-phenyl)-2-methyl-thiazol-4-yl]-methanoyl}-piperidin-2-yl)-acetic acid), C=1(C(=CC=CC1)N)N (benzene-1,2-diamine), C(=O)([O-])[O-].[K+].[K+] (K2CO3). Yields the product N1C(=NC2=C1C=CC=C2)CC2N(CCCC2)C(=O)C=2N=C(SC2C2=CC=C(C=C2)F)C ((RS)-1-[2-(1H-benzoimidazol-2-ylmethyl)-piperidin-1-yl]-1-[5-(4-fluoro-phenyl)-2-methyl-thiazol-4-yl]-methanone). Yield: 52.0%. Reaction SMILES: [F:1][C:2]1[CH:7]=[CH:6][C:5]([C:8]2[S:12][C:11]([CH3:13])=[N:10][C:9]=2[C:14]([N:16]2[CH2:21][CH2:20][CH2:19][CH2:18][CH:17]2[CH2:22][C:23](O)=O)=[O:15])=[CH:4][CH:3]=1.[C:26]1([NH2:33])[C:27]([NH2:32])=[CH:28][CH:29]=[CH:30][CH:31]=1.C([O-])([O-])=O.[K+].[K+]>>[NH:32]1[C:27]2[CH:28]=[CH:29][CH:30]=[CH:31][C:26]=2[N:33]=[C:23]1[CH2:22][CH:17]1[CH2:18][CH2:19][CH2:20][CH2:21][N:16]1[C:14]([C:9]1[N:10]=[C:11]([CH3:13])[S:12][C:8]=1[C:5]1[CH:6]=[CH:7][C:2]([F:1])=[CH:3][CH:4]=1)=[O:15] |f:2.3.4|. Procedure details: (RS)-(1-{1-[5-(4-Fluoro-phenyl)-2-methyl-thiazol-4-yl]-methanoyl}-piperidin-2-yl)-acetic acid, D17 (110 mg, 0.3 mmol) and benzene-1,2-diamine (33 mg, 0.3 mmol) in PPA (2 g) were heated at 140° C. for 3.5 h. The cooled reaction mixture was poured onto a mixture of crushed ice and K2CO3. The basic aqueous solution was extracted with ethyl acetate (3×). The combined organics were washed with brine, dried (MgSO4) and the solvent removed in vacuo. Chromatography (silica gel, ethyl acetate) afforded t... The reactants are Cc1cc(N2CCC(CCI)CC2)c2c(C)cn(-c3c(C)cc(Br)cc3C)c2n1, CC(C)OC(C)C, CCOP(OCC)OCC. Product: CCOP(=O)(CCC1CCN(c2cc(C)nc3c2c(C)cn3-c2c(C)cc(Br)cc2C)CC1)OCC. As a reaction SMILES: [Br:1][c:2]1[cH:3][c:4]([CH3:29])[c:5](-[n:9]2[cH:10][c:11]([CH3:28])[c:12]3[c:13]2[n:14][c:15]([CH3:27])[cH:16][c:17]3[N:18]2[CH2:19][CH2:20][CH:21]([CH2:24][CH2:25][I:26])[CH2:22][CH2:23]2)[c:6]([CH3:8])[cH:7]1.[CH:40]([O:41][CH:42]([CH3:43])[CH3:44])([CH3:45])[CH3:46].[P:30]([O:31][CH2:32][CH3:33])([O:34][CH2:35][CH3:36])[O:37][CH2:38][CH3:39]>>[Br:1][c:2]1[cH:3][c:4]([CH3:29])[c:5](-[n:9]2[cH:10][c:11]([CH3:28])[c:12]3[c:13]2[n:14][c:15]([CH3:27])[cH:16][c:17]3[N:18]2[CH2:19][CH2:20][CH:21]([CH2:24][CH2:25][P:30]([O:31][CH2:32][CH3:33])([O:34][CH2:35][CH3:36])=[O:37])[CH2:22][CH2:23]2)[c:6]([CH3:8])[cH:7]1.